From a dataset of the Open Reaction Database (ORD), a public repository of structured organic reaction records. describe an organic reaction: reactants, conditions, products, and yield Starting materials: C1(=CC=CC=C1)C(C)C (cumene), C=C (ethylene). Run at temperature 105 celsius. Yields the product C(C)(C)(CC)C1=CC=CC=C1 (tert.-amylbenzene). As a reaction SMILES: [C:1]1([CH:7]([CH3:9])[CH3:8])[CH:6]=[CH:5][CH:4]=[CH:3][CH:2]=1.[CH2:10]=[CH2:11]>>[C:7]([C:1]1[CH:6]=[CH:5][CH:4]=[CH:3][CH:2]=1)([CH2:10][CH3:11])([CH3:9])[CH3:8]. Procedure: In a 600 ml autoclave equipped with a magnetic stirrer, Solid Base A (0.39 g) and cumene (240 g) were charged under nitrogen, heated to 105° C. while stirring and then reacted at the same temperature for 1.5 hours while supplying ethylene gas under pressure of 10 kg/cm2G. to produce tert.-amylbenzene (hereinafter referred to as "TAB"). Reactants: CO, Cc1ccc(NC(=O)c2cccc(Cl)c2)cc1OC(=O)c1cccc(Cl)c1, [Na+], C1CCOC1, [OH-]. Yields the product Cc1ccc(NC(=O)c2cccc(Cl)c2)cc1O. RXN SMILES: [CH3:35][OH:36].[Cl:1][c:2]1[cH:3][c:4]([C:5](=[O:6])[NH:7][c:8]2[cH:9][cH:10][c:11]([CH3:24])[c:12]([O:14][C:15](=[O:16])[c:17]3[cH:18][cH:19][cH:20][c:21]([Cl:22])[cH:23]3)[cH:13]2)[cH:25][cH:26][cH:27]1.[Na+:29].[O:30]1[CH2:31][CH2:32][CH2:33][CH2:34]1.[OH-:28]>>[Cl:1][c:2]1[cH:3][c:4]([C:5](=[O:6])[NH:7][c:8]2[cH:9][cH:10][c:11]([CH3:24])[c:12]([OH:14])[cH:13]2)[cH:25][cH:26][cH:27]1. RXN SMILES: [Al+3:16].[F:1][c:2]1[cH:3][cH:4][c:5]2[c:6]([c:7]([CH2:10][C:11](=[O:12])[OH:13])[cH:8][o:9]2)[cH:14]1.[H-:15].[H-:18].[H-:19].[H-:20].[Li+:17].[O:21]1[CH2:22][CH2:23][CH2:24][CH2:25]1>>[F:1][c:2]1[cH:3][cH:4][c:5]2[c:6]([c:7]([CH2:10][CH2:11][OH:12])[cH:8][o:9]2)[cH:14]1. Product: OCCc1coc2ccc(F)cc12. The reactants are [Al+3], O=C(O)Cc1coc2ccc(F)cc12, [H-], [H-], [H-], [H-], [Li+], C1CCOC1.